This data is from the Open Reaction Database (ORD), a public repository of structured organic reaction records. The task is: describe an organic reaction: reactants, conditions, products, and yield The solvent is O1CCOCC1 (dioxane). Procedure details: To 340 mg of 7-hydroxy-6-ethoxycarbonyl-3-(3-methoxy-4-phenylthiophenyl)pyrazolo[1,5-a]pyrimidine, 15 ml of dioxane and 2 ml of aqueous solution of 2N sodium hydroxide were added, and heated and refluxed for 1 hour. The reaction mixture was concentrated in vacuo, and 30 ml of water was added to the residue, which was neutralized with acetic acid. The precipitate was filtered, washed with water and dried, and the title compound was obtained (260 mg) The reactants are OC1=C(C=NC=2N1N=CC2C2=CC(=C(C=C2)SC2=CC=CC=C2)OC)C(=O)OCC (7-hydroxy-6-ethoxycarbonyl-3-(3-methoxy-4-phenylthiophenyl)pyrazolo[1,5-a]pyrimidine), aqueous solution, [OH-].[Na+] (sodium hydroxide). Reaction SMILES: [OH:1][C:2]1[N:7]2[N:8]=[CH:9][C:10]([C:11]3[CH:16]=[CH:15][C:14]([S:17][C:18]4[CH:23]=[CH:22][CH:21]=[CH:20][CH:19]=4)=[C:13]([O:24][CH3:25])[CH:12]=3)=[C:6]2[N:5]=[CH:4][C:3]=1C(OCC)=O.[OH-].[Na+]>O1CCOCC1>[OH:1][C:2]1[N:7]2[N:8]=[CH:9][C:10]([C:11]3[CH:16]=[CH:15][C:14]([S:17][C:18]4[CH:23]=[CH:22][CH:21]=[CH:20][CH:19]=4)=[C:13]([O:24][CH3:25])[CH:12]=3)=[C:6]2[N:5]=[CH:4][CH:3]=1 |f:1.2|. The product is OC1=CC=NC=2N1N=CC2C2=CC(=C(C=C2)SC2=CC=CC=C2)OC (7-Hydroxy-3-(3-methoxy-4-phenylthiophenyl)pyrazolo[1,5-a]pyrimidine).